From a dataset of the Open Reaction Database (ORD), a public repository of structured organic reaction records. describe an organic reaction: reactants, conditions, products, and yield Starting materials: O (water), C(=O)C1=CC=C(C(=O)OC)C=C1 (methyl 4-formylbenzoate), Cl.NO (hydroxylamine hydrochloride), C(C)(=O)[O-].[Na+] (sodium acetate). The solvent is C(C)O (ethanol). The product is COC(=O)C1=CC=C(C=NO)C=C1 (4-methoxycarbonyl-benzaldehyde oxime). The yield is 98.3%. Reaction SMILES: [CH:1]([C:3]1[CH:12]=[CH:11][C:6]([C:7]([O:9][CH3:10])=[O:8])=[CH:5][CH:4]=1)=O.Cl.[NH2:14][OH:15].C([O-])(=O)C.[Na+].O>C(O)C>[CH3:10][O:9][C:7]([C:6]1[CH:11]=[CH:12][C:3]([CH:1]=[N:14][OH:15])=[CH:4][CH:5]=1)=[O:8] |f:1.2,3.4|. Procedure: A suspension of methyl 4-formylbenzoate (4.92 g), hydroxylamine hydrochloride (5.21 g) and sodium acetate (6.15 g) in ethanol (50 ml) was refluxed for 2 hours. The mixture was poured into water and extracted with ethyl acetate and the separated organic layer was washed with brine and dried over magnesium sulfate. The solvents were removed under reduced pressure to give 4-methoxycarbonyl-benzaldehyde oxime (5.28 g). The reactants are C(CCC)N=C=O (butyl isocyanate), CN(CCCN)C (3-dimethylamino-1-propylamine). Reaction conditions: time 1 hour. Yields the product N(C)(C)CCCNC(=O)NCCCC ((CH3)2NCH2CH2CH2NHCONH(CH2)3CH3). RXN SMILES: [CH2:1]([N:5]=[C:6]=[O:7])[CH2:2][CH2:3][CH3:4].[CH3:8][N:9]([CH3:14])[CH2:10][CH2:11][CH2:12][NH2:13]>>[N:9]([CH2:10][CH2:11][CH2:12][NH:13][C:6]([NH:5][CH2:1][CH2:2][CH2:3][CH3:4])=[O:7])([CH3:14])[CH3:8]. Procedure: With stirring and cooling to 55°-60° C., 49.5 g of freshly distilled butyl isocyanate are added dropwise to freshly distilled 3-dimethylamino-1-propylamine under nitrogen in the course of 15 minutes. After 1 hour at 60° C., low boiling constituents are removed at a pressure of 0.1 torr and a maximum bath temperature of 140° C. Yield: 98.7 g (98%) of product of the above structure. Titration: 1 equivalent=208.3 g (theory 201.3 g).